From a dataset of the Open Reaction Database (ORD), a public repository of structured organic reaction records. describe an organic reaction: reactants, conditions, products, and yield As a reaction SMILES: [NH2:1][C@H:2]([C:7]([NH:9][OH:10])=[O:8])[CH2:3][CH:4](C)C.[CH:11](=O)[CH2:12][CH2:13][C:14](=O)[CH2:15][CH3:16].[OH-].[Na+].[CH3:21]O.O>>[CH:3]([C:2]1[C:7](=[O:8])[N:9]([OH:10])[C:14]([CH2:15][CH3:16])=[C:13]([CH2:12][CH3:11])[N:1]=1)([CH3:4])[CH3:21] |f:2.3,4.5|. The reactants are N[C@@H](CC(C)C)C(=O)NO (leucine hydroxamic acid), CO.O (methanol water), C(CCC(CC)=O)=O (1,4-hexanedione), [OH-].[Na+] (NaOH). Reaction conditions: temperature -30 celsius, time 1 hour. Reported procedure: 3-isopropyl-5,6diethyl-1-hydroxy-2-oxo-1,2dihydropyrazine is prepared by dissolving leucine hydroxamic acid (73 mg) in a mixture of methanol/water (1/1) (5 mL) and cooling to −30° C. and mixing with 1,4-hexanedione (57 mg) at −30° C. To this mixture, a very dilute solution of (˜0.5M NaOH) is added to maintain the pH above 7.0 but not greater than 8.5 for about one hour. The temperature is then slowly brought to room temperature, and the mixture is stirred at room temperature overnight. The solid... The product is C(C)(C)C=1C(N(C(=C(N1)CC)CC)O)=O (3-isopropyl-5,6diethyl-1-hydroxy-2-oxo-1,2dihydropyrazine). The reactants are [BH4-].[Na+] (sodium borohydride), CC1=C2N(C(C(=C1)NC1=CC(=NC=N1)NC(=O)C1CC1)=O)C1(NC2=O)CC(CCC1)=O (N-(6-((8′-methyl-1′,3,5′-trioxo-1′,5′-dihydro-2′H-spiro[cyclohexane-1,3′-imidazo[1,5-a]pyridin]-6′-yl)amino)pyrimidin-4-yl)cyclopropanecarboxamide), [OH-].[K+] (potassium hydroxide), O1CCCC1 (tetrahydrofuran). Run in C(C)O (ethanol). Run at time 18 hour. Yields the product NC1=CC(=NC=N1)NC1=CC(=C2N(C1=O)C1(NC2=O)CCC(CC1)O)C (6′-((6-aminopyrimidin-4-yl)amino)-4-hydroxy-8′-methyl-2′H-spiro[cyclohexane-1,3′-imidazo[1,5-a]pyridine]-1′,5′-dione). RXN SMILES: [O:1]1CCCC1.[CH3:6][C:7]1[CH:12]=[C:11]([NH:13][C:14]2[N:19]=[CH:18][N:17]=[C:16]([NH:20]C(C3CC3)=O)[CH:15]=2)[C:10](=[O:26])[N:9]2[C:27]3([CH2:35][CH2:34][CH2:33][C:32](=O)[CH2:31]3)[NH:28][C:29](=[O:30])[C:8]=12.[OH-].[K+].[BH4-].[Na+]>C(O)C>[NH2:20][C:16]1[N:17]=[CH:18][N:19]=[C:14]([NH:13][C:11]2[C:10](=[O:26])[N:9]3[C:27]4([CH2:31][CH2:32][CH:33]([OH:1])[CH2:34][CH2:35]4)[NH:28][C:29](=[O:30])[C:8]3=[C:7]([CH3:6])[CH:12]=2)[CH:15]=1 |f:2.3,4.5|. Procedure: A flask containing tetrahydrofuran and ethanol (1:1, 20 mL) was charged with N-(6-((8′-methyl-1′,3,5′-trioxo-1′,5′-dihydro-2′H-spiro[cyclohexane-1,3′-imidazo[1,5-a]pyridin]-6′-yl)amino)pyrimidin-4-yl)cyclopropanecarboxamide (5, 0.4 g, 0.9 mmol) and 3 M potassium hydroxide solution (8.0 mL) was added to the above reaction. The reaction was stirred at room temperature for 18 h. After complete hydrolysis, sodium borohydride (0.18 g, 0.4 mmol) was added to the above reaction at room temperature. The...